From a dataset of the Open Reaction Database (ORD), a public repository of structured organic reaction records. describe an organic reaction: reactants, conditions, products, and yield The reactants are O=C([O-])[O-], COS(=O)(=O)OC, CC(C)=O, [K+], [K+], COC(=O)c1sc(C)c(C)c1O. Product: COC(=O)c1sc(C)c(C)c1OC. RXN SMILES: [C:13](=[O:14])([O-:15])[O-:16].[CH3:19][O:20][S:21]([O:22][CH3:23])(=[O:24])=[O:25].[CH3:26][C:27](=[O:28])[CH3:29].[K+:17].[K+:18].[OH:1][c:2]1[c:3]([C:9](=[O:10])[O:11][CH3:12])[s:4][c:5]([CH3:8])[c:6]1[CH3:7]>>[O:1]([c:2]1[c:3]([C:9](=[O:10])[O:11][CH3:12])[s:4][c:5]([CH3:8])[c:6]1[CH3:7])[CH3:13]. The reactants are CS(=O)(=O)Cl, Cl, CC(=O)c1ccc(N)c(Sc2ccc(F)cc2F)c1, c1ccncc1. The product is CC(=O)c1ccc(NS(C)(=O)=O)c(Sc2ccc(F)cc2F)c1. RXN SMILES: [CH3:20][S:21]([Cl:22])(=[O:23])=[O:24].[ClH:25].[NH2:1][c:2]1[c:3]([S:11][c:12]2[c:13]([F:19])[cH:14][c:15]([F:18])[cH:16][cH:17]2)[cH:4][c:5]([C:8]([CH3:9])=[O:10])[cH:6][cH:7]1.[cH:26]1[cH:27][cH:28][n:29][cH:30][cH:31]1>>[NH:1]([c:2]1[c:3]([S:11][c:12]2[c:13]([F:19])[cH:14][c:15]([F:18])[cH:16][cH:17]2)[cH:4][c:5]([C:8]([CH3:9])=[O:10])[cH:6][cH:7]1)[S:21]([CH3:20])(=[O:23])=[O:24]. Reactants: ClC1=CC=C(N=CC2=CC=C(C=C2)S(N)(=O)=O)C=C1 (4-chloro-N-(4-sulfamoylbenzylidene)aniline), C[Si](C)(C)C#N (trimethylsilyl cyanide). Yields the product ClC1=CC=C(NC(C#N)C2=CC=C(C=C2)S(N)(=O)=O)C=C1 (α-(4-Chloroanilino)-α-(4-sulfamoylphenyl)acetonitrile), powder. Isolated yield 93.0%. As a reaction SMILES: [Cl:1][C:2]1[CH:19]=[CH:18][C:5]([N:6]=[CH:7][C:8]2[CH:13]=[CH:12][C:11]([S:14](=[O:17])(=[O:16])[NH2:15])=[CH:10][CH:9]=2)=[CH:4][CH:3]=1.C[Si]([C:24]#[N:25])(C)C>>[Cl:1][C:2]1[CH:19]=[CH:18][C:5]([NH:6][CH:7]([C:8]2[CH:13]=[CH:12][C:11]([S:14](=[O:17])(=[O:16])[NH2:15])=[CH:10][CH:9]=2)[C:24]#[N:25])=[CH:4][CH:3]=1. Procedure details: Following a procedure similar to that described in Example 1(ii), but using 4-chloro-N-(4-sulfamoylbenzylidene)aniline [prepared as described in step (i) above] and trimethylsilyl cyanide as starting materials, the title compound was obtained as a white powder (yield 93%). Reactants: C(C)OC(C(C1=CC=C(C=C1)[N+](=O)[O-])(F)F)=O (2,2-difluoro-2-(4-nitrophenyl)acetic acid ethyl ester), Cl (HCl), C(C)OC(C(C1=CC=C(C=C1)[N+](=O)[O-])(F)F)=O (2,2-difluoro-2-(4-nitrophenyl)acetic acid ethyl ester), [OH-].[Na+] (NaOH). Run at time 19 hour. Yields the product FC(C(=O)O)(C1=CC=C(C=C1)[N+](=O)[O-])F (2,2-difluoro-2-(4-nitrophenyl)acetic acid). Reaction SMILES: C([O:3][C:4](=[O:17])[C:5]([F:16])([F:15])[C:6]1[CH:11]=[CH:10][C:9]([N+:12]([O-:14])=[O:13])=[CH:8][CH:7]=1)C.[OH-].[Na+].Cl>>[F:15][C:5]([F:16])([C:6]1[CH:7]=[CH:8][C:9]([N+:12]([O-:14])=[O:13])=[CH:10][CH:11]=1)[C:4]([OH:17])=[O:3] |f:1.2|. Reported procedure: According to the above-described scheme, 2,2-difluoro-2-(4-nitrophenyl)acetic acid ethyl ester (Compound 2b; 147 mg, 0.6 mmol) and 1N NaOH solution (3 mL) were put into an eggplant flask, and the mixture was stirred at room temperature for 19 hours. After the reaction, the reaction mixture was neutralized with 5% HCl solution, extracted with ethyl acetate and washed with water, and an organic layer was dried with anhydrous sodium sulfate. Ethyl acetate was distilled away under reduced pressure, ... The reactants are [OH-].[Na+] (sodium hydroxide), FC1=C(N)C=C(C(=C1C)F)F (2,4,5-trifluoro-3-methylaniline), CSC (dimethyl sulfide), ClN1C(CCC1=O)=O (N-chlorosuccinimide). The solvent is C(C)N(CC)CC (triethylamine), ClCCl (dichloromethane). Reaction conditions: time 30 minute. Product: FC1=C(N)C(=C(C(=C1C)F)F)CSC (2,4,5-trifluoro-3-methyl-6-methylthiomethylaniline). Reaction SMILES: [F:1][C:2]1[C:8]([CH3:9])=[C:7]([F:10])[C:6]([F:11])=[CH:5][C:3]=1[NH2:4].[CH3:12][S:13][CH3:14].ClN1C(=O)CCC1=O.[OH-].[Na+]>C(N(CC)CC)C.ClCCl>[F:1][C:2]1[C:8]([CH3:9])=[C:7]([F:10])[C:6]([F:11])=[C:5]([CH2:12][S:13][CH3:14])[C:3]=1[NH2:4] |f:3.4|. Procedure details: To anhydrous dichloromethane (170 ml) are added 2,4,5-trifluoro-3-methylaniline (16.89 g) and dimethyl sulfide (11 ml). Thereto N-chlorosuccinimide (17.2 g) is added gradually below 5° C. After stirring for 30 minutes, triethylamine (21 ml) is added dropwise and the mixture is refluxed over night. After the mixture is cooled and made alkaline with 5% aqueous sodium hydroxide solution, the resultant is extracted with dichloromethane, and the extract is washed with water and dried. The solvent is ... Starting materials: C1(CCCCC1)N(C(NC=1SC(=CN1)SCC(=O)O)=O)CCC1=CC=CC=C1 ([2-(3-cyclohexyl-3-phenethyl-ureido)-thiazol-5-ylsulfanyl]-acetic acid), C1(=CCCCC1)CCN (2-(1-cyclohexenyl)-ethylamine), C1(CCCCC1)=O (cyclohexanone). Solvent: C(C)OC(C)=O (acetic acid ethyl ester). Product: C1(=CCCCC1)CCN(C(NC=1SC(=CN1)SCC(=O)O)=O)C1CCCCC1 ({2-[3-(2-Cyclohex-1-enyl-ethyl)-3-cyclohexyl-ureido]-thiazol-5-ylsulfanyl}-acetic acid). As a reaction SMILES: [CH:1]1([N:7]([CH2:21][CH2:22][C:23]2[CH:28]=[CH:27][CH:26]=[CH:25][CH:24]=2)[C:8](=[O:20])[NH:9][C:10]2[S:11][C:12]([S:15][CH2:16][C:17]([OH:19])=[O:18])=[CH:13][N:14]=2)[CH2:6][CH2:5][CH2:4][CH2:3][CH2:2]1.C1(CCN)CCCCC=1.C1(=O)CCCCC1>C(OC(=O)C)C>[C:23]1([CH2:22][CH2:21][N:7]([CH:1]2[CH2:2][CH2:3][CH2:4][CH2:5][CH2:6]2)[C:8](=[O:20])[NH:9][C:10]2[S:11][C:12]([S:15][CH2:16][C:17]([OH:19])=[O:18])=[CH:13][N:14]=2)[CH2:28][CH2:27][CH2:26][CH2:25][CH:24]=1. Reported procedure: Prepared as described for the synthesis of [2-(3-cyclohexyl-3-phenethyl-ureido)-thiazol-5-ylsulfanyl]-acetic acid, from 2-(1-cyclohexenyl)-ethylamine, cyclohexanone and 2-amino-thiazol-5-ylsulfanyl)-acetic acid ethyl ester. The reactants are COC([C@H](C)OC1=C2C(=C(C(=NC2=C(C=C1)F)CC)CC1=C(C=C(C=C1)C(NC1CCC1)=O)Cl)OC(F)F)=O ((S)-2-[3-(2-chloro-4-cyclobutylcarbamoylbenzyl)-4-difluoromethoxy-2-ethyl-8-fluoroquinolin-5-yloxy]propionic acid methyl ester), [OH-].[Li+] (lithium hydroxide). Solvent: O1CCCC1 (tetrahydrofuran). Conditions: time 3 hour. Yields the product ClC1=C(CC=2C(=NC3=C(C=CC(=C3C2OC(F)F)O[C@H](C(=O)O)C)F)CC)C=CC(=C1)C(NC1CCC1)=O ((S)-2-[3-(2-chloro-4-cyclobutylcarbamoylbenzyl)-4-difluoromethoxy-2-ethyl-8-fluoroquinolin-5-yloxy]propionic Acid). Reaction SMILES: C[O:2][C:3](=[O:39])[C@@H:4]([O:6][C:7]1[CH:16]=[CH:15][C:14]([F:17])=[C:13]2[C:8]=1[C:9]([O:35][CH:36]([F:38])[F:37])=[C:10]([CH2:20][C:21]1[CH:26]=[CH:25][C:24]([C:27](=[O:33])[NH:28][CH:29]3[CH2:32][CH2:31][CH2:30]3)=[CH:23][C:22]=1[Cl:34])[C:11]([CH2:18][CH3:19])=[N:12]2)[CH3:5].[OH-].[Li+]>O1CCCC1>[Cl:34][C:22]1[CH:23]=[C:24]([C:27](=[O:33])[NH:28][CH:29]2[CH2:30][CH2:31][CH2:32]2)[CH:25]=[CH:26][C:21]=1[CH2:20][C:10]1[C:11]([CH2:18][CH3:19])=[N:12][C:13]2[C:8]([C:9]=1[O:35][CH:36]([F:38])[F:37])=[C:7]([O:6][C@@H:4]([CH3:5])[C:3]([OH:39])=[O:2])[CH:16]=[CH:15][C:14]=2[F:17] |f:1.2|. Reported procedure: A mixture of (S)-2-[3-(2-chloro-4-cyclobutylcarbamoylbenzyl)-4-difluoromethoxy-2-ethyl-8-fluoroquinolin-5-yloxy]propionic acid methyl ester (0.18 g), tetrahydrofuran (5.0 mL) and 1.0 M aqueous lithium hydroxide solution (1.0 mL) was stirred at room temperature for 3 hours. The mixture was concentrated under reduced pressure, acidified by the addition of sodium dihydrogenphosphate and extracted with ethyl acetate. The combined extracts were dried over magnesium sulfate and the solvent removed und... Starting materials: Nc1ccc(I)cn1, O, Cc1ccc(S(=O)(=O)Cl)cc1, c1ccncc1. The product is Cc1ccc(S(=O)(=O)N=c2ccc(I)c[nH]2)cc1. Reaction SMILES: [I:7][c:8]1[cH:9][cH:10][c:11]([NH2:14])[n:12][cH:13]1.[OH2:26].[c:15]1([CH3:25])[cH:16][cH:17][c:18]([S:21](=[O:22])(=[O:23])[Cl:24])[cH:19][cH:20]1.[cH:1]1[cH:2][cH:3][n:4][cH:5][cH:6]1>>[I:7][c:8]1[cH:9][cH:10][c:11](=[N:14][S:21]([c:18]2[cH:17][cH:16][c:15]([CH3:25])[cH:20][cH:19]2)(=[O:22])=[O:23])[nH:12][cH:13]1.